Dataset: the Open Reaction Database (ORD), a public repository of structured organic reaction records. Task: describe an organic reaction: reactants, conditions, products, and yield Starting materials: [H-].[Na+] (sodium hydride), CS(=O)C (dimethylsulfoxide), CS(=O)C (dimethylsulfoxide), COC1=C(C=O)C=CC=C1 (2-methoxybenzaldehyde), ice water. The reagents and catalysts are [Br-].C[P+](C1=CC=CC=C1)(C1=CC=CC=C1)C1=CC=CC=C1 (methyl(triphenyl)phosphonium bromide). Run at temperature 85 celsius, time 30 minute. Product: COC1=C(C=CC=C1)C=C (1-methoxy-2-vinylbenzene). Yield: 61.1%. Reaction SMILES: [H-].[Na+].[CH3:3][O:4][C:5]1[CH:12]=[CH:11][CH:10]=[CH:9][C:6]=1[CH:7]=O.[CH3:13]S(C)=O>[Br-].C[P+](C1C=CC=CC=1)(C1C=CC=CC=1)C1C=CC=CC=1>[CH3:3][O:4][C:5]1[CH:12]=[CH:11][CH:10]=[CH:9][C:6]=1[CH:7]=[CH2:13] |f:0.1,4.5|. Procedure details: Under nitrogen atmosphere, in dry dimethylsulfoxide (15 mL) was suspended 1.92 g (48.0 mmol) of 60% sodium hydride washed with hexane, after stirring the suspension at 85° C. for 30 minutes, it was cooled to room temperature and then, in an ice bath, a dry dimethylsulfoxide (35 mL) solution containing 17.2 g (48.2 mmol) of methyl(triphenyl)phosphonium bromide was gradually added dropwise thereto. After stirring at room temperature for 20 minutes, 4.83 mL (40.1 mmol) of commercially available 2-m... Starting materials: C(O)([O-])=O.[Na+] (sodium hydrogen carbonate), Cl.NC1CCN(CC1)CCN1C(C=CC2=NC=C(C=C12)OC)=O (1-(2-(4-aminopiperidin-1-yl)ethyl)-7-methoxy-1,5-naphthyridin-2(1H)-one hydrochloride), C[O-].[Na+].CO (sodium methoxide methanol), S1C=C(C=C1)C1=CC=CC(=N1)C=O (6-(3-thienyl)pyridine-2-carbaldehyde), C(#N)[BH3-].[Na+] (sodium cyanoborohydride). Solvent: C(Cl)(Cl)Cl (chloroform), CO (methanol), C(C)(=O)O (acetic acid). Run at time 3 hour. Product: Cl.COC1=CN=C2C=CC(N(C2=C1)CCN1CCC(CC1)NCC1=NC(=CC=C1)C1=CSC=C1)=O (7-methoxy-1-(2-(4-(((6-(3-thienyl)pyridin-2-yl)methyl)amino)piperidin-1-yl)ethyl)-1,5-naphthyridin-2(1H)-one hydrochloride). The yield is 77.9%. RXN SMILES: [ClH:1].[NH2:2][CH:3]1[CH2:8][CH2:7][N:6]([CH2:9][CH2:10][N:11]2[C:20]3[C:15](=[N:16][CH:17]=[C:18]([O:21][CH3:22])[CH:19]=3)[CH:14]=[CH:13][C:12]2=[O:23])[CH2:5][CH2:4]1.C[O-].[Na+].CO.[S:29]1[CH:33]=[CH:32][C:31]([C:34]2[N:39]=[C:38]([CH:40]=O)[CH:37]=[CH:36][CH:35]=2)=[CH:30]1.C([BH3-])#N.[Na+].C(=O)([O-])O.[Na+]>CO.C(Cl)(Cl)Cl.C(O)(=O)C>[ClH:1].[CH3:22][O:21][C:18]1[CH:19]=[C:20]2[C:15]([CH:14]=[CH:13][C:12](=[O:23])[N:11]2[CH2:10][CH2:9][N:6]2[CH2:5][CH2:4][CH:3]([NH:2][CH2:40][C:38]3[CH:37]=[CH:36][CH:35]=[C:34]([C:31]4[CH:32]=[CH:33][S:29][CH:30]=4)[N:39]=3)[CH2:8][CH2:7]2)=[N:16][CH:17]=1 |f:0.1,2.3.4,6.7,8.9,13.14|. Procedure: To a suspension of 0.14 g of 1-(2-(4-aminopiperidin-1-yl)ethyl)-7-methoxy-1,5-naphthyridin-2(1H)-one hydrochloride in 5 mL of methanol, 0.14 g of a 28% sodium methoxide/methanol solution, 46 mg of 6-(3-thienyl)pyridine-2-carbaldehyde, 0.10 g of molecular sieves 3 A, 28 μL of acetic acid and 15 mg of sodium cyanoborohydride were added at room temperature, and the mixture was stirred at the same temperature for 3 hours. To the reaction mixture, a saturated aqueous sodium hydrogen carbonate solutio...